From a dataset of the Open Reaction Database (ORD), a public repository of structured organic reaction records. describe an organic reaction: reactants, conditions, products, and yield The reactants are O1CCCC1 (tetrahydrofuran), BrC1=CC=C(C=C1)OC(C)OC (p-bromo-(1-methoxyethoxy)benzene), O1CCCC1 (tetrahydrofuran), CS(=O)(=O)C (dimethylsulfone), [H-].[Na+] (sodium hydride). The solvent is CS(=O)C (dimethylsulfoxide). Run at time 30 minute. Product: C1(=CC=CC=C1)CCC(=O)OC (methyl 3-phenylpropionate). As a reaction SMILES: CS(C)(=O)=[O:3].[H-].[Na+].Br[C:9]1[CH:14]=[CH:13][C:12](OC(OC)C)=[CH:11][CH:10]=1.[O:20]1[CH2:24][CH2:23][CH2:22][CH2:21]1>CS(C)=O>[C:9]1([CH2:23][CH2:22][C:21]([O:20][CH3:24])=[O:3])[CH:10]=[CH:11][CH:12]=[CH:13][CH:14]=1 |f:1.2|. Procedure details: To a solution of dimethylsulfone (42 g, 0.45 mole) in dimethylsulfoxide (225 ml), 60% sodium hydride (17.9 g, 0.45 mole) was added in a small portion at 18°-20° C., stirring was continued at 65°-70° C. for 30 minutes, and then diluted with tetrahydrofuran (225 ml). Then to this mixture, a solution of methyl 3-phenylpropionate (36.6 g, 0.22 mole) obtained in above (1) in tetrahydrofuran (110 ml) was added dropwise at 33°-41° C. and reacted with stirring for 1 hour. After cooling, the reaction mix... The reactants are C(C1=CC=CC=C1)[C@@H]([C@H](C[C@@H](CC1=CC=C(C=C1)C1=NC=CC=C1)NC([C@H](C(C)(C)C)NC(=O)OC)=O)O)NC(OC(C)(C)C)=O (tert-butyl(1S,2S,4R)-1-benzyl-2-hydroxy-4-({(2S)-2-[(methoxycarbonyl)amino]-3,3-dimethylbutanoyl}amino)-5-[4-(2-pyridinyl)phenyl]pentylcarbamate), FC(C(=O)O)(F)F (trifluoroacetic acid). The solvent is ClCCl (dichloromethane). Run at temperature 25 celsius, time 1 hour. The product is N[C@H]([C@H](C[C@@H](CC1=CC=C(C=C1)C1=NC=CC=C1)NC(=O)[C@H](C(C)(C)C)NC(OC)=O)O)CC1=CC=CC=C1 (methyl(1S)-1-[({(1R,3S,4S)-4-amino-3-hydroxy-5-phenyl-1-[4-(2-pyridinyl)benzyl]pentyl}amino)carbonyl]-2,2-dimethylpropylcarbamate). The yield is 107.3%. RXN SMILES: [CH2:1]([C@H:8]([NH:39]C(=O)OC(C)(C)C)[C@@H:9]([OH:38])[CH2:10][C@H:11]([NH:25][C:26](=[O:37])[C@@H:27]([NH:32][C:33]([O:35][CH3:36])=[O:34])[C:28]([CH3:31])([CH3:30])[CH3:29])[CH2:12][C:13]1[CH:18]=[CH:17][C:16]([C:19]2[CH:24]=[CH:23][CH:22]=[CH:21][N:20]=2)=[CH:15][CH:14]=1)[C:2]1[CH:7]=[CH:6][CH:5]=[CH:4][CH:3]=1.FC(F)(F)C(O)=O>ClCCl>[NH2:39][C@@H:8]([CH2:1][C:2]1[CH:3]=[CH:4][CH:5]=[CH:6][CH:7]=1)[C@@H:9]([OH:38])[CH2:10][C@H:11]([NH:25][C:26]([C@@H:27]([NH:32][C:33](=[O:34])[O:35][CH3:36])[C:28]([CH3:31])([CH3:30])[CH3:29])=[O:37])[CH2:12][C:13]1[CH:18]=[CH:17][C:16]([C:19]2[CH:24]=[CH:23][CH:22]=[CH:21][N:20]=2)=[CH:15][CH:14]=1. Procedure: A solution of the product of Example 1G (1.55 g, 2.45 mmol) in dichloromethane (12.5 mL) was treated with trifluoroacetic acid (12.5 mL), stirred at 25° C. for 1 hour and concentrated. The concentrate was partitioned between ethyl acetate and saturated NaHCO3 solution. The organic phase extract was washed with brine, dried over MgSO4, filtered and concentrated to give the title compound (1.4 g) which was used without further purification. Starting materials: CC(C)(C)OC(=O)Cn1ccc(NC(=O)c2ccccc2)nc1=O, Cc1ccccc1, O=C(O)C(F)(F)F. The product is O=C(O)Cn1ccc(NC(=O)c2ccccc2)nc1=O. Reaction SMILES: [C:1]([c:2]1[cH:3][cH:4][cH:5][cH:6][cH:7]1)(=[O:8])[NH:9][c:10]1[n:11][c:12](=[O:24])[n:13]([CH2:16][C:17](=[O:18])[O:19][C:20]([CH3:21])([CH3:22])[CH3:23])[cH:14][cH:15]1.[CH3:25][c:26]1[cH:27][cH:28][cH:29][cH:30][cH:31]1.[OH:32][C:33]([C:34]([F:35])([F:36])[F:37])=[O:38]>>[C:1]([c:2]1[cH:3][cH:4][cH:5][cH:6][cH:7]1)(=[O:8])[NH:9][c:10]1[n:11][c:12](=[O:24])[n:13]([CH2:16][C:17](=[O:18])[OH:19])[cH:14][cH:15]1. Starting materials: C(C)(=O)C1=COC2=C(C1=O)C=C(C(=C2)NS(=O)(=O)C)OC2=CC=CC=C2 (3-Acetyl-7-methylsulfonylamino-6-phenoxy-4H-1-benzopyran-4-one), BrBr (bromine). Yields the product BrCC(=O)C1=COC2=C(C1=O)C=C(C(=C2)NS(=O)(=O)C)OC2=CC=CC=C2 (3-(2-bromoacetyl)-7-methylsulfonylamino-6-phenoxy-4H-1-benzopyran-4-one). Reaction SMILES: [C:1]([C:4]1[C:9](=[O:10])[C:8]2[CH:11]=[C:12]([O:20][C:21]3[CH:26]=[CH:25][CH:24]=[CH:23][CH:22]=3)[C:13]([NH:15][S:16]([CH3:19])(=[O:18])=[O:17])=[CH:14][C:7]=2[O:6][CH:5]=1)(=[O:3])[CH3:2].[Br:27]Br>>[Br:27][CH2:2][C:1]([C:4]1[C:9](=[O:10])[C:8]2[CH:11]=[C:12]([O:20][C:21]3[CH:26]=[CH:25][CH:24]=[CH:23][CH:22]=3)[C:13]([NH:15][S:16]([CH3:19])(=[O:17])=[O:18])=[CH:14][C:7]=2[O:6][CH:5]=1)=[O:3]. Reported procedure: 3-Acetyl-7-methylsulfonylamino-6-phenoxy-4H-1-benzopyran-4-one was reacted with bromine to obtain 3-(2-bromoacetyl)-7-methylsulfonylamino-6-phenoxy-4H-1-benzopyran-4-one. It was reacted with thioformamide to obtain 7-methylsulfonylamino-6-phenoxy-3-(thiazol-4-yl)-4H-1-benzopyran-4-one. The reactants are C(C)(C)NC(C)C (diisopropylamine), C(CCC)[Li].CCCCCC (butyl lithium hexane), Cl[Si](C)(C)C (chlorotrimethylsilane), C[Si](C(C(=O)OCC)C)(C)C (ethyl 2-trimethylsilylpropionate). The solvent is C1CCOC1 (THF). Conditions: time 30 minute. Yields the product C(C)OC(=C(C)[Si](C)(C)C)O[Si](C)(C)C ([(1-ethoxy-2-trimethylsilyl-1-propenyl)oxy]-trimethylsilane). Isolated yield 77.0%. As a reaction SMILES: C(NC(C)C)(C)C.C([Li])CCC.CCCCCC.[CH3:19][Si:20]([CH3:29])([CH3:28])[CH:21]([CH3:27])[C:22]([O:24][CH2:25][CH3:26])=[O:23].Cl[Si:31]([CH3:34])([CH3:33])[CH3:32]>C1COCC1>[CH2:25]([O:24][C:22]([O:23][Si:31]([CH3:34])([CH3:33])[CH3:32])=[C:21]([Si:20]([CH3:28])([CH3:29])[CH3:19])[CH3:27])[CH3:26] |f:1.2|. Procedure: To a solution of 21.8 mL (0.156 mole) of diisopropylamine in 100 mL of THF at 0° was added 0.156 mole of butyl lithium/hexane. After 30 minutes, the solution was cooled to -78°, and 27.19 g of ethyl 2-trimethylsilylpropionate (vide supra) was added. After 30 minutes at -78°, 17.38 g (20.3 mL, 0.16 mole) of chlorotrimethylsilane was added. The mixture was allowed to warm to ambient temperature, filtered under argon, and the filtrate was evaporated. The residue was treated with hexane and filtered...